From a dataset of the Open Reaction Database (ORD), a public repository of structured organic reaction records. describe an organic reaction: reactants, conditions, products, and yield Starting materials: O=C([O-])[O-], C[Si](C)(C)C#Cc1ccc(C2(N(Cc3ccccc3)Cc3ccccc3)CC2)cc1, CO, [K+], [K+]. Product: C#Cc1ccc(C2(N(Cc3ccccc3)Cc3ccccc3)CC2)cc1. Reaction SMILES: [C:31](=[O:32])([O-:33])[O-:34].[CH2:1]([c:2]1[cH:3][cH:4][cH:5][cH:6][cH:7]1)[N:8]([C:9]1([c:12]2[cH:13][cH:14][c:15]([C:18]#[C:19][Si:20]([CH3:21])([CH3:22])[CH3:23])[cH:16][cH:17]2)[CH2:10][CH2:11]1)[CH2:24][c:25]1[cH:26][cH:27][cH:28][cH:29][cH:30]1.[CH3:37][OH:38].[K+:35].[K+:36]>>[CH2:1]([c:2]1[cH:3][cH:4][cH:5][cH:6][cH:7]1)[N:8]([C:9]1([c:12]2[cH:13][cH:14][c:15]([C:18]#[CH:19])[cH:16][cH:17]2)[CH2:10][CH2:11]1)[CH2:24][c:25]1[cH:26][cH:27][cH:28][cH:29][cH:30]1. Reactants: C(C1=CC=CC=C1)N1C[C@@H](CC1)N ((R)-N-benzyl-3-aminopyrrolidine), C1(=CC=CC=C1)OC(NC1=CC(=CC=C1)S(N)(=O)=O)=O ((3-sulfamoyl-phenyl)-carbamic acid phenyl ester). Solvent: CO (methanol). Reaction conditions: temperature 80 celsius. Yields the product C(C1=CC=CC=C1)N1C[C@@H](CC1)NC(NC=1C=C(C=CC1)S(=O)(=O)N)=O (3-[3-((R)-1-Benzyl-pyrrolidin-3-yl)-ureido]-benzenesulfonamide). As a reaction SMILES: [CH2:1]([N:8]1[CH2:12][CH2:11][C@@H:10]([NH2:13])[CH2:9]1)[C:2]1[CH:7]=[CH:6][CH:5]=[CH:4][CH:3]=1.C1([O:20][C:21](=O)[NH:22][C:23]2[CH:28]=[CH:27][CH:26]=[C:25]([S:29](=[O:32])(=[O:31])[NH2:30])[CH:24]=2)C=CC=CC=1>CO>[CH2:1]([N:8]1[CH2:12][CH2:11][C@@H:10]([NH:13][C:21](=[O:20])[NH:22][C:23]2[CH:24]=[C:25]([S:29]([NH2:30])(=[O:32])=[O:31])[CH:26]=[CH:27][CH:28]=2)[CH2:9]1)[C:2]1[CH:3]=[CH:4][CH:5]=[CH:6][CH:7]=1. Reported procedure: A solution of (R)-N-benzyl-3-aminopyrrolidine (14.9 g, 0.084 mol) in methanol (100 mL) is added to a suspension of (3-sulfamoyl-phenyl)-carbamic acid phenyl ester (25 g, 0.084 mol). The resulting pale orange solution is stirred at mild reflux (DrySyn @ 80° C.) for two hours, then allowed to cool to room temperature, before the volatile components are removed under reduced pressure. The orange syrup is purified by flash column chromatography (silica; DCM/methanol 10:1) to give a beige foamed soli... The reactants are Cl[Sn](Cl)(Cl)Cl (SnCl4), C(C=C)(=O)OCCCC (butyl acrylate), O1C=CC=C1 (furane). The solvent is O (water). Reaction conditions: time 1 hour. Yields the product C(=O)(OCCCC)C1C2C=CC(C1)O2 (2-carbobutoxy-7-oxabicyclo(2.2.1)hept-5-ene). As a reaction SMILES: Cl[Sn](Cl)(Cl)Cl.[C:6]([O:10][CH2:11][CH2:12][CH2:13][CH3:14])(=[O:9])[CH:7]=[CH2:8].[O:15]1[CH:19]=[CH:18][CH:17]=[CH:16]1>O>[C:6]([CH:7]1[CH2:8][CH:16]2[O:15][CH:19]1[CH:18]=[CH:17]2)([O:10][CH2:11][CH2:12][CH2:13][CH3:14])=[O:9]. Procedure: 3.3 g (0.013 Mol) SnCl4 is added to 64 g (0.5 Mol) butyl acrylate and dissolved with stirring. Then during cooling to 20° to 25° C., 34 g (0.5 Mol) furane is added drop-wise. The exothermic reaction finishes after one hour, after which stirring is continued for one hour at 25° C. and 30 g of water added. The organic phase is separated. First, the unconverted furane is distilled off under a pressure of 10 Torr, and then the residue is distilled under a pressure of 0.02 Torr. The 2-carbobutoxy-7-o... Reactants: NC1=NNC(=N1)N (3,5-Diamino-1H-1,2,4-triazole), CN(C=O)C (dimethylformamide), CN=C=S (methyl isothiocyanate). The solvent is C(C)(=O)OCC (ethyl acetate). Product: NC1=NN(C(=N1)N)C(=S)NC (3,5-Diamino-1-[methylamino(thiocarbonyl)]-1H-1,2,4-triazole). Isolated yield 68.0%. RXN SMILES: [NH2:1][C:2]1[N:6]=[C:5]([NH2:7])[NH:4][N:3]=1.CN(C)C=O.[CH3:13][N:14]=[C:15]=[S:16]>C(OCC)(=O)C>[NH2:1][C:2]1[N:6]=[C:5]([NH2:7])[N:4]([C:15]([NH:14][CH3:13])=[S:16])[N:3]=1. Reported procedure: The synthesis method of Example 1-(3) was applied. 3,5-Diamino-1H-1,2,4-triazole (11.0 g), dimethylformamide (100 ml) and methyl isothiocyanate (10.0 g) were used as reagents. After the reaction, recrystallization from ethyl acetate gave 13.0 g of white powdery crystals (yield (68%).